From a dataset of the Open Reaction Database (ORD), a public repository of structured organic reaction records. describe an organic reaction: reactants, conditions, products, and yield The reactants are dimethyl acetal, C(C#C)N(C(=O)NC=1SC(=NN1)C1CC1)CCC=O (3-[1-propargyl-3-(5-cyclopropyl-1,3,4-thiadiazol-2-yl)ureido]propionaldehyde), Cl (hydrochloric acid). The solvent is O (water). The product is C1(CC1)C1=NN=C(S1)N1C(N(CCC1O)CC#C)=O (tetrahydro-1-(5-cyclopropyl-1,3,4-thiadiazol-2-yl)-3-propargyl-6-hydroxy-2(1H)-pyrimidinone). As a reaction SMILES: [CH2:1]([N:4]([CH2:16][CH2:17][CH:18]=[O:19])[C:5]([NH:7][C:8]1[S:9][C:10]([CH:13]2[CH2:15][CH2:14]2)=[N:11][N:12]=1)=[O:6])[C:2]#[CH:3].Cl>O>[CH:13]1([C:10]2[S:9][C:8]([N:7]3[CH:18]([OH:19])[CH2:17][CH2:16][N:4]([CH2:1][C:2]#[CH:3])[C:5]3=[O:6])=[N:12][N:11]=2)[CH2:14][CH2:15]1. Procedure: The dimethyl acetal of 3-[1-propargyl-3-(5-cyclopropyl-1,3,4-thiadiazol-2-yl)ureido]propionaldehyde (15 grams), water (400 ml) and hydrochloric acid (4 ml) are charged into a glass reaction vessel equipped with a mechanical stirrer, thermometer and reflux condenser. The reaction mixture is heated at reflux for a period of about 15 minutes. The reaction mixture is then filtered while hot and the filtrate is cooled to form a precipitate. The precipitate is recovered by filtration, is dried and is ... Reactants: [Br-] (bromide), BrC=1C(=C(C(=C(C1C)C)Br)Br)Br (tetrabromo-o-xylene), [I-].[K+] (potassium iodide), COC=1C(C=CC(C1)=O)=O (2-methoxy-1,4-benzoquinone), Na2S2O5. Solvent: CN(C=O)C (N,N-dimethylformamide), O (H2O). Yields the product COC=1C(C2=CC3=CC=CC=C3C=C2C(C1)=O)=O (2-methoxy-1,4-anthraquinone). Reaction SMILES: Br[C:2]1[C:3](Br)=[C:4](Br)[C:5](Br)=[C:6]([CH3:9])[C:7]=1[CH3:8].[I-].[K+].[CH3:15][O:16][C:17]1[C:18](=[O:24])[CH:19]=[CH:20][C:21](=[O:23])[CH:22]=1.[Br-]>CN(C)C=O.O>[CH3:15][O:16][C:17]1[C:18](=[O:24])[C:19]2[C:20]([C:21](=[O:23])[CH:22]=1)=[CH:8][C:7]1[C:6](=[CH:5][CH:4]=[CH:3][CH:2]=1)[CH:9]=2 |f:1.2|. Procedure: 16 g of, α, α, α', α', -tetrabromo-o-xylene, 44 g of potassium iodide and 10 g crude 2-methoxy-1,4-benzoquinone were stirred in 160 ml of N,N-dimethylformamide at 70° C. overnight. After the reaction was complete, no bromide was left as determined by thin layer chromotography and the reaction mixture was poured into 1200 ml of H2O. 10%aq Na2S2O5 solution was added to decolorize the solution. The precipitate formed in the aqueous solution was collected and dried. Continuous extraction of the dark... Starting materials: N1C(CCC1)CS(=O)(=O)O (2-Pyrrolidinylmethanesulfonic acid), N1C(CCC1)CS(=O)(=O)O (2-Pyrrolidinylmethanesulfonic acid), O (H2O). Yields the product NC(CS(=O)(=O)O)C(C)O (2-Amino-3-hydroxybutanesulfonic acid). Reaction SMILES: [NH:1]1C[CH2:4][CH2:3][CH:2]1[CH2:6][S:7]([OH:10])(=[O:9])=[O:8].[OH2:11]>>[NH2:1][CH:2]([CH:3]([OH:11])[CH3:4])[CH2:6][S:7]([OH:10])(=[O:9])=[O:8]. Procedure: NMR (0.2 NaOD, t-BuOD, δ=1.23 ppm): δ1.17(3H,d,J=6.5 Hz), 2.83(1H,dd,J=9 Hz, 14 Hz), 3.10(1H,dd,J=2.5 Hz, 14 Hz), 3.11-3.17(1H,m), 3.77-3.84(1 H,m) 2-Pyrrolidinylmethanesulfonic acid (compound 23) m.p.: 307°-308° C. (decomposition) [α]24 : +33.4° (c=1.0, H2O) Elementary Analysis: C5H11NO3S The reactants are CCN(C(C)C)C(C)C (DIEA), C(C)(=O)OC(C)=O (acetic anhydride), NC1=CC=C(C=N1)CNC(=O)C=1C=2C=NN(C2C=CC1)C1=CC=C(C=C1)F (1-(4-fluoro-phenyl)-1H-indazole-4-carboxylic acid (6-amino-pyridin-3-ylmethyl)-amide). Reagents/catalysts: CN(C1=CC=NC=C1)C (4-dimethylaminopyridine). Solvent: CN(C)C=O (DMF), C(C)(=O)OCC (ethyl acetate). Yields the product C(C)(=O)NC1=CC=C(C=N1)CNC(=O)C=1C=2C=NN(C2C=CC1)C1=CC=C(C=C1)F (1-(4-Fluoro-phenyl)-1H-indazole-4-carboxylic acid (6-acetylamino-pyridin-3-ylmethyl)-amide). Reaction SMILES: [NH2:1][C:2]1[N:7]=[CH:6][C:5]([CH2:8][NH:9][C:10]([C:12]2[C:13]3[CH:14]=[N:15][N:16]([C:21]4[CH:26]=[CH:25][C:24]([F:27])=[CH:23][CH:22]=4)[C:17]=3[CH:18]=[CH:19][CH:20]=2)=[O:11])=[CH:4][CH:3]=1.CCN(C(C)C)C(C)C.[C:37](OC(=O)C)(=[O:39])[CH3:38]>CN(C=O)C.CN(C)C1C=CN=CC=1.C(OCC)(=O)C>[C:37]([NH:1][C:2]1[N:7]=[CH:6][C:5]([CH2:8][NH:9][C:10]([C:12]2[C:13]3[CH:14]=[N:15][N:16]([C:21]4[CH:22]=[CH:23][C:24]([F:27])=[CH:25][CH:26]=4)[C:17]=3[CH:18]=[CH:19][CH:20]=2)=[O:11])=[CH:4][CH:3]=1)(=[O:39])[CH3:38]. Procedure: A chilled (0° C.) solution of 1-(4-fluoro-phenyl)-1H-indazole-4-carboxylic acid (6-amino-pyridin-3-ylmethyl)-amide (40.0 mg, 0.111 mmol) in DMF (1 mL) was treated with 4-dimethylaminopyridine (1 mg, 0.01 mmol), DIEA (0.39 mL, 2.2 mmol) and acetic anhydride (0.062 mL, 0.66 mmol). The mixture was allowed to gradually warm to room temperature. The solution was diluted with ethyl acetate (30 mL) and washed with saturated aqueous NH4Cl (3×10 mL), saturated aqueous NaHCO3 (20 mL) and brine (20 mL). Th... The reactants are C(C)OC([C@H]1N(CCC1)C(C1=C(C=C(C(=C1)OC)OCCCCOC1=CC2=C(C(N3[C@H](CN2)CCC3)=O)C=C1OC)N)=O)SCC ((2S)-N-{4-[4-(7-Methoxy-(11aS)-1,2,3,10,11,11a-hexahydro-5H-pyrrolo[2,1-c][1,4]benzodiazepine-5-one-8-yloxy)butoxy]-5-methoxy-2-aminobenzoyl}pyrrolidine-2-carboxaldehyde diethyl thioacetal), C(C)OC([C@H]1N(CCC1)C(C1=C(C=C(C(=C1)OC)OCCCCOC1=CC2=C(C(N3[C@H](CN2)CCC3)=O)C=C1OC)N)=O)SCC ((2S)-N-{4-[4-(7-Methoxy-(11aS)-1,2,3,10,11,11a-hexahydro-5H-pyrrolo[2,1-c][1,4]benzodiazepine-5-one-8-yloxy)butoxy]-5-methoxy-2-aminobenzoyl}pyrrolidine-2-carboxaldehyde diethyl thioacetal), C(=O)([O-])[O-].[Ca+2] (CaCO3), CCOC(=O)C (EtOAc). Reagents/catalysts: Cl[Hg]Cl (HgCl2). The solvent is CC#N.O (CH3CN H2O). The product is COC=1C(=CC2=C(C(N3[C@H](C=N2)CCC3)=O)C1)OCCCCOC1=CC3=C(C(N2[C@H](CN3)CCC2)=O)C=C1OC (7-Methoxy-8-{4-[7-methoxy-(11aS)-1,2,3,10,11,11a-hexahydro-5H-pyrrolo[2,1-c][1,4]benzodiazepine-5-one-8-yloxy]butoxy}-(11aS)-1,2,3,11a-tetrahy-dro-5H-pyrrolo[2,1-c][1,4]benzodiazepine-5-one). As a reaction SMILES: C(O[CH:4](SCC)[C@@H:5]1[CH2:9][CH2:8][CH2:7][N:6]1[C:10](=[O:43])[C:11]1[CH:16]=[C:15]([O:17][CH3:18])[C:14]([O:19][CH2:20][CH2:21][CH2:22][CH2:23][O:24][C:25]2[C:39]([O:40][CH3:41])=[CH:38][C:28]3[C:29](=[O:37])[N:30]4[CH2:36][CH2:35][CH2:34][C@H:31]4[CH2:32][NH:33][C:27]=3[CH:26]=2)=[CH:13][C:12]=1[NH2:42])C.C([O-])([O-])=O.[Ca+2].CCOC(C)=O>CC#N.O.Cl[Hg]Cl>[CH3:18][O:17][C:15]1[C:14]([O:19][CH2:20][CH2:21][CH2:22][CH2:23][O:24][C:25]2[C:39]([O:40][CH3:41])=[CH:38][C:28]3[C:29](=[O:37])[N:30]4[CH2:36][CH2:35][CH2:34][C@H:31]4[CH2:32][NH:33][C:27]=3[CH:26]=2)=[CH:13][C:12]2[N:42]=[CH:4][C@@H:5]3[CH2:9][CH2:8][CH2:7][N:6]3[C:10](=[O:43])[C:11]=2[CH:16]=1 |f:1.2,4.5|. Procedure: A solution of the (2S)-N-{4-[4-(7-Methoxy-(11aS)-1,2,3,10,11,11a-hexahydro-5H-pyrrolo[2,1-c][1,4]benzodiazepine-5-one-8-yloxy)butoxy]-5-methoxy-2-aminobenzoyl}pyrrolidine-2-carboxaldehyde diethyl thioacetal of formula IV. (672 mg, 1 mmol), HgCl2 (794 mg, 2.93 mmol) and CaCO3 (300 mg, 3 mmol) in CH3CN/H2O (4:1, 15 mL) was stirred at room temperature for 12 h until TLC (EtOAc), indicates complete loss of starting material. Then organic layer is evaporated in vacuum and the residue is diluted with ... Reactants: C1COCCO1, COc1ccc([N+](=O)[O-])c(NC2COC(C)(C)OC2)n1, [H][H]. Product: COc1ccc(N)c(NC2COC(C)(C)OC2)n1. As a reaction SMILES: [CH2:23]1[O:24][CH2:25][CH2:26][O:27][CH2:28]1.[CH3:1][C:2]1([CH3:20])[O:3][CH2:4][CH:5]([NH:8][c:9]2[n:10][c:11]([O:18][CH3:19])[cH:12][cH:13][c:14]2[N+:15]([O-:16])=[O:17])[CH2:6][O:7]1.[H:21][H:22]>>[CH3:1][C:2]1([CH3:20])[O:3][CH2:4][CH:5]([NH:8][c:9]2[n:10][c:11]([O:18][CH3:19])[cH:12][cH:13][c:14]2[NH2:15])[CH2:6][O:7]1. Reactants: C(=O)(O)[O-].[Na+] (NaHCO3), C(C1=CC=CC=C1)(=O)OC(CC)[C@@H]1C[C@@H]2[C@@H](OC(O2)(C)C)O1 (1-[(3aR,5S,6aR)-2,2-dimethyl-3a,5,6,6a-tetrahydrofuro[2,3-d][1,3]dioxol-5-yl]propyl benzoate), C(C1=CC=CC=C1)(=O)OC(CC)[C@@H]1C[C@@H]2[C@@H](OC(O2)(C)C)O1 (1-[(3aR,5S,6aR)-2,2-dimethyl-3a,5,6,6a-tetrahydrofuro[2,3-d][1,3]dioxol-5-yl]propyl benzoate), OS(=O)(=O)O (H2SO4). Run in CO (MeOH). Run at temperature 80 celsius, time 0.5 hour. Yields the product C(C1=CC=CC=C1)(=O)OC[C@H]1OC([C@H](C1)O)OC ([(2S,4S)-4-hydroxy-5-methoxy-tetrahydrofuran-2-yl]methyl benzoate). The yield is 90.3%. Reaction SMILES: [C:1]([O:9][CH:10]([C@H:13]1[O:22][C@@H:16]2[O:17][C:18](C)(C)[O:19][C@@H:15]2[CH2:14]1)CC)(=[O:8])[C:2]1[CH:7]=[CH:6][CH:5]=[CH:4][CH:3]=1.OS(O)(=O)=O.C([O-])(O)=O.[Na+]>CO>[C:1]([O:9][CH2:10][C@@H:13]1[CH2:14][C@H:15]([OH:19])[CH:16]([O:17][CH3:18])[O:22]1)(=[O:8])[C:2]1[CH:3]=[CH:4][CH:5]=[CH:6][CH:7]=1 |f:2.3|. Reported procedure: To a solution of [(3aS,5S,6aS)-2,2-dimethyl-3a,5,6,6a-tetrahydrofuro[2,3-d][1,3]dioxol-5-yl]methyl benzoate (compound 32a, 5.1 g, 18 mmol) in MeOH (50 mL) was added H2SO4 (0.5 mL) at room temperature. After being stirred at 80° C. for 0.5 hour, the reaction mixture was cooled to room temperature, neutralized by solid NaHCO3 and concentrated in vacuo. The residue was re-dissolved in EtOAc, washed with water twice. The separated organic layer was dried over Na2SO4 and concentrated in vacuo to affo... Reactants: C(C1=CC=CC=C1)C1=C(C=CC=C1)COC1=CC=C(C=O)C=C1 (4-[(2-benzylphenyl)methoxy]benzaldehyde), C(C)(=O)[O-].[Na+] (sodium acetate), S1C(=S)NC(=O)C1 (rhodanine). Solvent: C(C)(=O)O (acetic acid). Product: C(C1=CC=CC=C1)C1=C(C=CC=C1)COC1=CC=C(C=C1)C=C1C(NC(S1)=S)=O (5-[[4-[(2-benzylphenyl)methoxy]phenyl]methylene]-2-thioxo-4-thiazolidinone). Reaction SMILES: [CH2:1]([C:8]1[CH:13]=[CH:12][CH:11]=[CH:10][C:9]=1[CH2:14][O:15][C:16]1[CH:23]=[CH:22][C:19]([CH:20]=O)=[CH:18][CH:17]=1)[C:2]1[CH:7]=[CH:6][CH:5]=[CH:4][CH:3]=1.C([O-])(=O)C.[Na+].[S:29]1[CH2:35][C:33](=[O:34])[NH:32][C:30]1=[S:31]>C(O)(=O)C>[CH2:1]([C:8]1[CH:13]=[CH:12][CH:11]=[CH:10][C:9]=1[CH2:14][O:15][C:16]1[CH:17]=[CH:18][C:19]([CH:20]=[C:35]2[S:29][C:30](=[S:31])[NH:32][C:33]2=[O:34])=[CH:22][CH:23]=1)[C:2]1[CH:3]=[CH:4][CH:5]=[CH:6][CH:7]=1 |f:1.2|. Procedure: Under a nitrogen atmosphere in a round bottom flask 4-[(2-benzylphenyl)methoxy]benzaldehyde (4.5 g, 14.9 mmol), sodium acetate (4.27 g, 52 mmol), and rhodanine (1.98 g, 14.9 mmol) were dissolved in 75 ml of acetic acid. The reaction solution was then heated to reflux and maintained at this temperature for about three days.